From a dataset of the Open Reaction Database (ORD), a public repository of structured organic reaction records. describe an organic reaction: reactants, conditions, products, and yield Reactants: CC=1C=CC(=C(C1)OC)[N+](=O)[O-] (5-methyl-2-nitroanisole), C(C)(C)(C)OC(N(C1CC(CCC1C(C)C)C)C1CC(CCC1C(C)C)C)N(C1CC(CCC1C(C)C)C)C1CC(CCC1C(C)C)C (tert-butoxybis(dimenthylamino)methane). Product: CN(C=CC1=CC(=C(C=C1)[N+](=O)[O-])OC)C (N,N-Dimethyl-N-[2-(3-methoxy-4-nitrophenyl)ethenyl]amine). As a reaction SMILES: [CH3:1][C:2]1[CH:3]=[CH:4][C:5]([N+:10]([O-:12])=[O:11])=[C:6]([O:8][CH3:9])[CH:7]=1.C(O[CH:18](N(C1C(C(C)C)CCC(C)C1)C1C(C(C)C)CCC(C)C1)[N:19]([CH:30]1C(C(C)C)CCC(C)C1)[CH:20]1C(C(C)C)CCC(C)C1)(C)(C)C>>[CH3:18][N:19]([CH3:30])[CH:20]=[CH:1][C:2]1[CH:3]=[CH:4][C:5]([N+:10]([O-:12])=[O:11])=[C:6]([O:8][CH3:9])[CH:7]=1. Procedure details: 83.5 of 5-methyl-2-nitroanisole and 162.0 g of tert-butoxybis(dimenthylamino)methane is heated for 8 hours to 100° C. After cooling, 111.0 g of N,N-dimenthyl-N-[2-(3-methoxy-4-nitrophenyl)ethenyl]amine is crystallized, mp 57°-58.5° C. Run in C(C)O (ethanol). Reported procedure: A 3-necked 2 L round bottomed flask equipped with an overhead stirrer, temperature probe and reflux condenser with Dean-Stark trap was charged with 100.0 grams (0.617 mol) of 3,4-dichloroaniline and 500 mL of toluene. The resulting solution was then treated with 64.4 mL (0.927 mol, 1.5 equivalents) of mercaptoacetic acid. The solution was heated to reflux (130° C.), while collecting water in the Dean-Stark trap for 20 hours, then cooled to room temperature. Ethyl acetate (250 mL) was then added ... Reactants: ClC=1C=C(N)C=CC1Cl (3,4-dichloroaniline), C1(=CC=CC=C1)C (toluene), Cl (hydrogen chloride), SCC(=O)O (mercaptoacetic acid). Yields the product Cl.ClC=1C=C(C=CC1Cl)NCCS (2-(3,4-Dichloro-phenylamino)-ethanethiol hydrochloride). Reaction SMILES: [Cl:1][C:2]1[CH:3]=[C:4]([CH:6]=[CH:7][C:8]=1[Cl:9])[NH2:5].C1(C)C=CC=CC=1.[SH:17][CH2:18][C:19](O)=O.Cl>C(O)C>[ClH:1].[Cl:1][C:2]1[CH:3]=[C:4]([NH:5][CH2:19][CH2:18][SH:17])[CH:6]=[CH:7][C:8]=1[Cl:9] |f:5.6|. Conditions: temperature 130 celsius, time 8 hour. Isolated yield 125.3%. Reactants: Cl.FC(C1=CC=C(C=N1)N1CCNCC1)(F)F (1-(6-trifluoromethyl-pyridin-3-yl)-piperazine hydrochloride), COC(CCCBr)=O (4-bromo-butyric acid methyl ester), C([O-])([O-])=O.[K+].[K+] (potassium carbonate), [I-].[K+] (potassium iodide), [OH-].[Li+] (lithium hydroxide). Solvent: C(C)#N (acetonitrile), C(C)#N (acetonitrile), O (water). Conditions: temperature 100 celsius. The product is [Li+].FC(C1=CC=C(C=N1)N1CCN(CC1)CCCC(=O)[O-])(F)F (4-[4-(6-trifluoromethyl-pyridin-3-yl)-piperazin-1-yl]-butyric acid lithium salt). Yield: 92.7%. RXN SMILES: Cl.[F:2][C:3]([F:17])([F:16])[C:4]1[N:9]=[CH:8][C:7]([N:10]2[CH2:15][CH2:14][NH:13][CH2:12][CH2:11]2)=[CH:6][CH:5]=1.C[O:19][C:20](=[O:25])[CH2:21][CH2:22][CH2:23]Br.C(=O)([O-])[O-].[K+].[K+].[I-].[K+].[OH-].[Li+:35]>C(#N)C.O>[Li+:35].[F:17][C:3]([F:2])([F:16])[C:4]1[N:9]=[CH:8][C:7]([N:10]2[CH2:15][CH2:14][N:13]([CH2:23][CH2:22][CH2:21][C:20]([O-:25])=[O:19])[CH2:12][CH2:11]2)=[CH:6][CH:5]=1 |f:0.1,3.4.5,6.7,8.9,12.13|. Reported procedure: A mixture of 1-(6-trifluoromethyl-pyridin-3-yl)-piperazine hydrochloride (440 mg; 1.65 mmol), 4-bromo-butyric acid methyl ester (322 g; 1.65 mmol), potassium carbonate (456 mg; 3.30 mmol) and potassium iodide (274 mg; 1.65 mmol) in acetonitrile (6 mL) is heated to 100° C. for 2 hours. The reaction mixture is allowed to attain room temperature, filtered and the filtrate is concentrated under high vacuum. The resulting residue is taken up in tetrahydrofuran (10 mL) and a solution of lithium hydrox... Starting materials: ClC=1N=C(C2=C(N1)SC(C2)(C=O)CN2CCN(CC2)C2CC2)N2CCOCC2 (2-chloro-6-(4-cyclopropyl-piperazin-1ylmethyl)-4-morpholin-4-yl-thieno[2,3-d]pyrimidine-6-carbaldehyde), CC1(OB(OC1(C)C)C1=C2C=CNC2=CC(=C1)C#N)C (4-(4,4,5,5-tetramethyl-[1,3,2]dioxaborolan-2-yl)-1-H-indole-6-carbonitrile), C([O-])([O-])=O.[Na+].[Na+] (sodium carbonate). Reagents/catalysts: Cl[Pd]([P](C1=CC=CC=C1)(C2=CC=CC=C2)C3=CC=CC=C3)([P](C4=CC=CC=C4)(C5=CC=CC=C5)C6=CC=CC=C6)Cl (bis(triphenylphosphine)palladium chloride). Solvent: O (water), C(C)#N (acetonitrile), ClCCl (dichloromethane). Run at temperature 140 celsius. The product is C1(CC1)N1CCN(CC1)CC1=CC2=C(N=C(N=C2N2CCOCC2)C2=C3C=CNC3=CC(=C2)C#N)S1 (4-[6-(4-Cyclopropyl-piperazin-1-ylmethyl)-4-morpholin-4-yl-thieno[2,3-d]pyrimidin-2-yl]-1H-indole-6-carbonitrile). RXN SMILES: Cl[C:2]1[N:3]=[C:4]([N:23]2[CH2:28][CH2:27][O:26][CH2:25][CH2:24]2)[C:5]2[CH2:10][C:9]([CH2:13][N:14]3[CH2:19][CH2:18][N:17]([CH:20]4[CH2:22][CH2:21]4)[CH2:16][CH2:15]3)(C=O)[S:8][C:6]=2[N:7]=1.CC1(C)C(C)(C)OB([C:37]2[CH:45]=[C:44]([C:46]#[N:47])[CH:43]=[C:42]3[C:38]=2[CH:39]=[CH:40][NH:41]3)O1.C(=O)([O-])[O-].[Na+].[Na+]>O.C(#N)C.ClCCl.Cl[Pd](Cl)([P](C1C=CC=CC=1)(C1C=CC=CC=1)C1C=CC=CC=1)[P](C1C=CC=CC=1)(C1C=CC=CC=1)C1C=CC=CC=1>[CH:20]1([N:17]2[CH2:16][CH2:15][N:14]([CH2:13][C:9]3[S:8][C:6]4[N:7]=[C:2]([C:37]5[CH:45]=[C:44]([C:46]#[N:47])[CH:43]=[C:42]6[C:38]=5[CH:39]=[CH:40][NH:41]6)[N:3]=[C:4]([N:23]5[CH2:24][CH2:25][O:26][CH2:27][CH2:28]5)[C:5]=4[CH:10]=3)[CH2:19][CH2:18]2)[CH2:22][CH2:21]1 |f:2.3.4,^1:64,83|. Reported procedure: A mixture of 2-chloro-6-(4-cyclopropyl-piperazin-1ylmethyl)-4-morpholin-4-yl-thieno[2,3-d]pyrimidine-6-carbaldehyde (217 mg), 4-(4,4,5,5-tetramethyl-[1,3,2]dioxaborolan-2-yl)-1-H-indole-6-carbonitrile (256 mg), bis(triphenylphosphine)palladium chloride (19 mg), and sodium carbonate (175 mg) in water (1.7 mL) and acetonitrile (6 mL) was heated in a microwave reactor at 140° C. for 1 hour. The reaction mixture was cooled, diluted with dichloromethane (20 mL), washed with water, dried (MgSO4) and t... Starting materials: C1(=CC=CC=C1)N1C=NC2=C(C1=O)SC=C2C2=CC=CC=C2 (3,7-Diphenylthieno[3,2-d]pyrimidin-4(3H)-one), NC1=C(SC=C1C1=CC=CC=C1)C(=O)OC (methyl 3-amino-4-phenylthiophene-2-carboxylate), C(OCC)(OCC)OCC (triethyl orthoformate), NC1=CC=C(C#N)C=C1 (4-aminobenzonitrile). Solvent: C(C)(=O)O (acetic acid). Yields the product O=C1C2=C(N=CN1C1=CC=C(C#N)C=C1)C(=CS2)C2=CC=CC=C2 (4-(4-Oxo-7-phenylthieno[3,2-d]pyrimidin-3(4H)-yl)benzonitrile). Isolated yield 27.0%. RXN SMILES: [C:1]1([N:7]2[C:12](=[O:13])[C:11]3[S:14][CH:15]=[C:16]([C:17]4[CH:22]=[CH:21][CH:20]=[CH:19][CH:18]=4)[C:10]=3[N:9]=[CH:8]2)[CH:6]=[CH:5][CH:4]=[CH:3][CH:2]=1.[NH2:23][C:24]1C(C2C=CC=CC=2)=CSC=1C(OC)=O.C(OCC)(OCC)OCC.NC1C=CC(C#N)=CC=1>C(O)(=O)C>[O:13]=[C:12]1[N:7]([C:1]2[CH:6]=[CH:5][C:4]([C:24]#[N:23])=[CH:3][CH:2]=2)[CH:8]=[N:9][C:10]2[C:16]([C:17]3[CH:18]=[CH:19][CH:20]=[CH:21][CH:22]=3)=[CH:15][S:14][C:11]1=2. Procedure details: In the same manner as the synthesis of Compound 1, methyl 3-amino-4-phenylthiophene-2-carboxylate (100 mg, 0.43 mmol), triethyl orthoformate (1 ml), 4-aminobenzonitrile (96 mg, 0.81 mmol), and acetic acid (0.1 ml) were used to give 38 mg (0.12 mmol, 27% yield) of the title compound. Reactants: Br, O=C([O-])[O-], CC(=O)O, ClC(Cl)Cl, [K+], [K+], COc1cccc(C2CCCN(CCCC(=O)c3ccc(F)cc3)C2)c1, O. The product is O=C(CCCN1CCCC(c2cccc(O)c2)C1)c1ccc(F)cc1. Reaction SMILES: [BrH:27].[C:32](=[O:33])([O-:34])[O-:35].[CH3:28][C:29](=[O:30])[OH:31].[CH:38]([Cl:39])([Cl:40])[Cl:41].[K+:36].[K+:37].[O:1]=[C:2]([CH2:3][CH2:4][CH2:5][N:6]1[CH2:7][CH:8]([c:12]2[cH:13][c:14]([O:18][CH3:19])[cH:15][cH:16][cH:17]2)[CH2:9][CH2:10][CH2:11]1)[c:20]1[cH:21][cH:22][c:23]([F:26])[cH:24][cH:25]1.[OH2:42]>>[O:1]=[C:2]([CH2:3][CH2:4][CH2:5][N:6]1[CH2:7][CH:8]([c:12]2[cH:13][c:14]([OH:18])[cH:15][cH:16][cH:17]2)[CH2:9][CH2:10][CH2:11]1)[c:20]1[cH:21][cH:22][c:23]([F:26])[cH:24][cH:25]1. Starting materials: COC(=O)CCc1nc2c(C)cc(-c3ccccc3)cc2n1Cc1ccc2c(c1)CCc1ccccc1C2=CC#N, CCO, [Na+], [OH-]. RXN SMILES: [CH3:1][O:2][C:3](=[O:4])[CH2:5][CH2:6][c:7]1[n:8][c:9]2[c:10]([n:11]1[CH2:12][c:13]1[cH:14][c:15]3[c:16]([cH:29][cH:30]1)[C:17](=[CH:26][C:27]#[N:28])[c:18]1[c:19]([cH:22][cH:23][cH:24][cH:25]1)[CH2:20][CH2:21]3)[cH:31][c:32](-[c:36]1[cH:37][cH:38][cH:39][cH:40][cH:41]1)[cH:33][c:34]2[CH3:35].[CH3:44][CH2:45][OH:46].[Na+:43].[OH-:42]>>[O:2]=[C:3]([OH:4])[CH2:5][CH2:6][c:7]1[n:8][c:9]2[c:10]([n:11]1[CH2:12][c:13]1[cH:14][c:15]3[c:16]([cH:29][cH:30]1)[C:17](=[CH:26][C:27]#[N:28])[c:18]1[c:19]([cH:22][cH:23][cH:24][cH:25]1)[CH2:20][CH2:21]3)[cH:31][c:32](-[c:36]1[cH:37][cH:38][cH:39][cH:40][cH:41]1)[cH:33][c:34]2[CH3:35]. Yields the product Cc1cc(-c2ccccc2)cc2c1nc(CCC(=O)O)n2Cc1ccc2c(c1)CCc1ccccc1C2=CC#N.